This data is from the Open Reaction Database (ORD), a public repository of structured organic reaction records. The task is: describe an organic reaction: reactants, conditions, products, and yield Reactants: O=C([O-])[O-], CS(=O)(=O)OCCF, O=Cc1cc(O)cc(Cl)c1, Cl, [K+], [K+], CN(C)C=O. Yields the product O=Cc1cc(Cl)cc(OCCF)c1. Reaction SMILES: [C:11](=[O:12])([O-:13])[O-:14].[CH3:17][S:18]([O:19][CH2:22][CH2:23][F:24])(=[O:20])=[O:21].[Cl:1][c:2]1[cH:3][c:4]([CH:5]=[O:6])[cH:7][c:8]([OH:10])[cH:9]1.[ClH:25].[K+:15].[K+:16].[O:26]=[CH:27][N:28]([CH3:29])[CH3:30]>>[Cl:1][c:2]1[cH:3][c:4]([CH:5]=[O:6])[cH:7][c:8]([O:10][CH2:22][CH2:23][F:24])[cH:9]1. The reactants are FC1=CC=C(C=C1)C(=O)C1=CC=C(C=C1)O ((4-fluorophenyl)(4-hydroxyphenyl)methanone), CC1(CC(CC(C1)(C)C)=O)C (3,3,5,5-tetramethylcyclohexanone). The reagents and catalysts are [Zn] (zinc), Cl[Ti](Cl)(Cl)Cl (TiCl4). The solvent is C1CCOC1 (THF), C1CCOC1 (THF). Product: FC1=CC=C(C=C1)C(C1=CC=C(C=C1)O)=C1CC(CC(C1)(C)C)(C)C (4-[(4-Fluorophenyl)(3,3,5,5-tetramethylcyclohexylidene)methyl]phenol). Yield: 80.5%. Reaction SMILES: [F:1][C:2]1[CH:7]=[CH:6][C:5]([C:8]([C:10]2[CH:15]=[CH:14][C:13]([OH:16])=[CH:12][CH:11]=2)=O)=[CH:4][CH:3]=1.[CH3:17][C:18]1([CH3:27])[CH2:23][C:22]([CH3:25])([CH3:24])[CH2:21][C:20](=O)[CH2:19]1>C1COCC1.[Zn].Cl[Ti](Cl)(Cl)Cl>[F:1][C:2]1[CH:7]=[CH:6][C:5]([C:8](=[C:20]2[CH2:21][C:22]([CH3:25])([CH3:24])[CH2:23][C:18]([CH3:27])([CH3:17])[CH2:19]2)[C:10]2[CH:15]=[CH:14][C:13]([OH:16])=[CH:12][CH:11]=2)=[CH:4][CH:3]=1. Procedure details: The general McMurry coupling procedure described for 14 was followed. To a stirred suspension of zinc powder (13.0 g, 0.2 mol) in THF (400 mL) was slowly added TiCl4 (11 mL, 0.10 mol) via a syringe at room temperature under a nitrogen atmosphere. The reaction mixture was heated at reflux for 1 h. A solution of (4-fluorophenyl)(4-hydroxyphenyl)methanone (4.32 g, 0.02 mol) and 3,3,5,5-tetramethylcyclohexanone (9.26 g, 0.06 mol) in THF (100 mL) was added to the reaction mixture. The reaction mixtur... Reported procedure: Treatment of benzyl (E)-3-(2-methyl-1H-indol-4-yl)-2-propenoate (6.20 g) with dimethylamine (3.2 ml of 33% solution in methylated spirit), and formaldehyde (1.68 ml of 40% aqueous solution) in acetic acid (13 ml) and tetrahydrofuran (15 ml) according to the method of Preparation 12 gave thetitle compound as a foam (7.45 g), Rf. 0.3(SS3). The product is CN(C)CC1=C(NC2=CC=CC(=C12)/C=C/C(=O)OCC1=CC=CC=C1)C (Benzyl (E)-3-[3-(dimethylaminomethyl)-2-methyl-1H-indol-4-yl]-2-propenoate). Reactants: CC=1NC2=CC=CC(=C2C1)/C=C/C(=O)OCC1=CC=CC=C1 (benzyl (E)-3-(2-methyl-1H-indol-4-yl)-2-propenoate), CNC (dimethylamine), C=O (formaldehyde). As a reaction SMILES: [CH3:1][C:2]1[NH:3][C:4]2[C:9]([CH:10]=1)=[C:8](/[CH:11]=[CH:12]/[C:13]([O:15][CH2:16][C:17]1[CH:22]=[CH:21][CH:20]=[CH:19][CH:18]=1)=[O:14])[CH:7]=[CH:6][CH:5]=2.[CH3:23][NH:24][CH3:25].[CH2:26]=O>C(O)(=O)C.O1CCCC1>[CH3:23][N:24]([CH2:26][C:10]1[C:9]2[C:4](=[CH:5][CH:6]=[CH:7][C:8]=2/[CH:11]=[CH:12]/[C:13]([O:15][CH2:16][C:17]2[CH:22]=[CH:21][CH:20]=[CH:19][CH:18]=2)=[O:14])[NH:3][C:2]=1[CH3:1])[CH3:25]. The solvent is C(C)(=O)O (acetic acid), O1CCCC1 (tetrahydrofuran). Reactants: B(O)O (boronic acid), BrC1=C(C=O)C=CC=N1 (2-bromonicotinaldehyde), C(C)(C)(C)OC(=O)N1C(=CC=C1)B(O)O ((1-(tert-butoxycarbonyl)-1H-pyrrol-2-yl)boronic acid). Product: C(=O)C=1C(=NC=CC1)C=1N(C=CC1)C(=O)OC(C)(C)C (tert-butyl 2-(3-formylpyridin-2-yl)-1H-pyrrole-1-carboxylate). RXN SMILES: B(O)O.Br[C:5]1[N:12]=[CH:11][CH:10]=[CH:9][C:6]=1[CH:7]=[O:8].[C:13]([O:17][C:18]([N:20]1[CH:24]=[CH:23][CH:22]=[C:21]1B(O)O)=[O:19])([CH3:16])([CH3:15])[CH3:14]>>[CH:7]([C:6]1[C:5]([C:21]2[N:20]([C:18]([O:17][C:13]([CH3:16])([CH3:15])[CH3:14])=[O:19])[CH:24]=[CH:23][CH:22]=2)=[N:12][CH:11]=[CH:10][CH:9]=1)=[O:8]. Procedure details: tert-butyl 2-(3-formylpyridin-2-yl)-1H-pyrrole-1-carboxylate was prepared using the general boronic acid coupling procedure for 2-bromonicotinaldehyde and (1-(tert-butoxycarbonyl)-1H-pyrrol-2-yl)boronic acid (66 mg, 146.5 mg theoretical, 45.1%). LC-MS m/z 273.3 (M+1).